The task is: describe an organic reaction: reactants, conditions, products, and yield. This data is from the Open Reaction Database (ORD), a public repository of structured organic reaction records. The reactants are CNC(=O)c1cc([N+](=O)[O-])ccc1Cl, Cl, [Na+], [OH-], Cl[Sn]Cl. Yields the product CNC(=O)c1cc(N)ccc1Cl. RXN SMILES: [Cl:1][c:2]1[c:3]([C:4](=[O:5])[NH:6][CH3:7])[cH:8][c:9]([N+:12]([O-:13])=[O:14])[cH:10][cH:11]1.[ClH:20].[Na+:19].[OH-:18].[Sn:15]([Cl:16])[Cl:17]>>[Cl:1][c:2]1[c:3]([C:4](=[O:5])[NH:6][CH3:7])[cH:8][c:9]([NH2:12])[cH:10][cH:11]1. Reaction SMILES: [CH2:1]([CH3:2])[O:3][C:4]([c:5]1[cH:6][c:7]([C:8](=[O:9])[N:10]([CH2:11][CH2:12][CH3:13])[CH3:14])[cH:15][c:16]([CH2:18][OH:19])[cH:17]1)=[O:20].[CH2:25]1[O:26][CH2:27][CH2:28][CH2:29]1.[H-:21].[I:23][CH3:24].[Na+:22]>>[CH2:1]([CH3:2])[O:3][C:4]([c:5]1[cH:6][c:7]([C:8](=[O:9])[N:10]([CH2:11][CH2:12][CH3:13])[CH3:14])[cH:15][c:16]([CH2:18][O:19][CH3:24])[cH:17]1)=[O:20]. Starting materials: CCCN(C)C(=O)c1cc(CO)cc(C(=O)OCC)c1, C1CCOC1, [H-], CI, [Na+]. Product: CCCN(C)C(=O)c1cc(COC)cc(C(=O)OCC)c1. As a reaction SMILES: [BH4-:21].[CH3:24][CH2:25][OH:26].[F:1][C:2]([c:3]1[cH:4][cH:5][c:6](-[c:9]2[cH:10][c:11]([C:14](=[O:15])[O:16][CH2:17][CH3:18])[n:12][o:13]2)[cH:7][cH:8]1)([F:19])[F:20].[Na+:22].[OH2:23]>>[F:1][C:2]([c:3]1[cH:4][cH:5][c:6](-[c:9]2[cH:10][c:11]([CH2:14][OH:15])[n:12][o:13]2)[cH:7][cH:8]1)([F:19])[F:20]. Yields the product OCc1cc(-c2ccc(C(F)(F)F)cc2)on1. Starting materials: [BH4-], CCO, CCOC(=O)c1cc(-c2ccc(C(F)(F)F)cc2)on1, [Na+], O. Starting materials: COc1nc(C)cc(Cl)n1, C1CCOC1, c1nc[nH]n1. Product: COc1nc(C)cc(-n2cncn2)n1. RXN SMILES: [Cl:1][c:2]1[n:3][c:4]([O:9][CH3:10])[n:5][c:6]([CH3:8])[cH:7]1.[O:16]1[CH2:17][CH2:18][CH2:19][CH2:20]1.[nH:11]1[n:12][cH:13][n:14][cH:15]1>>[c:2]1(-[n:11]2[n:12][cH:13][n:14][cH:15]2)[n:3][c:4]([O:9][CH3:10])[n:5][c:6]([CH3:8])[cH:7]1.